This data is from the Open Reaction Database (ORD), a public repository of structured organic reaction records. The task is: describe an organic reaction: reactants, conditions, products, and yield Starting materials: C(=O)([O-])[O-].[K+].[K+] (K2CO3), BrC=1SC(=CN1)Br (2,5-Dibromothiazole), Cl.CC1CNCC1 (3-methyl-pyrrolidine hydrochloride). Run in CN(C)C=O (DMF), O (H2O). Conditions: temperature 100 celsius, time 8 hour. The product is SiO2, BrC1=CN=C(S1)N1CC(CC1)C (5-Bromo-2-(3-methylpyrrolidin-1-yl)-1,3-thiazole). The yield is 92.0%. As a reaction SMILES: Br[C:2]1[S:3][C:4]([Br:7])=[CH:5][N:6]=1.Cl.[CH3:9][CH:10]1[CH2:14][CH2:13][NH:12][CH2:11]1.C([O-])([O-])=O.[K+].[K+]>CN(C=O)C.O>[Br:7][C:4]1[S:3][C:2]([N:12]2[CH2:13][CH2:14][CH:10]([CH3:9])[CH2:11]2)=[N:6][CH:5]=1 |f:1.2,3.4.5|. Procedure details: 2,5-Dibromothiazole (250 mg, 1.029 mmole), 3-methyl-pyrrolidine hydrochloride (188 mg, 1.544 mmole), and K2CO3 (569 mg, 4.12 mmole) were combined in DMF (5 mL) then heated to 100° C. After stirring overnight the mixture was cooled to RT, diluted with H2O and extracted with EtOAc (3×). The combined organic layers were washed with H2O and brine, dried (MgSO4), filtered, and concentrated. Flash column chromatography (Biotage-SNAP-10 g SiO2, 0-50% EtOAc/hexanes) gave the title compound (234 mg, 92%)... The reactants are ice water, C(C)OC=1C=C2C(=C(C=NC2=NC1C)C(=O)OCC)O (Ethyl 6-ethoxy-4-hydroxy-7-methyl-1,8-naphthyridine-3-carboxylate), P(=O)(Cl)(Cl)Cl (phosphorus oxychloride), N (ammonia). Conditions: time 1 hour. The product is ClC1=C(C=NC2=NC(=C(C=C12)OCC)C)C(=O)OCC (ethyl 4-chloro-6-ethoxy-7-methyl-1,8-naphthyridine-3-carboxylate). RXN SMILES: [CH2:1]([O:3][C:4]1[CH:5]=[C:6]2[C:11](=[N:12][C:13]=1[CH3:14])[N:10]=[CH:9][C:8]([C:15]([O:17][CH2:18][CH3:19])=[O:16])=[C:7]2O)[CH3:2].N.P(Cl)(Cl)([Cl:24])=O>>[Cl:24][C:7]1[C:6]2[C:11](=[N:12][C:13]([CH3:14])=[C:4]([O:3][CH2:1][CH3:2])[CH:5]=2)[N:10]=[CH:9][C:8]=1[C:15]([O:17][CH2:18][CH3:19])=[O:16]. Procedure details: Ethyl 6-ethoxy-4-hydroxy-7-methyl-1,8-naphthyridine-3-carboxylate (2.5 g) was added to phosphorus oxychloride (20 ml) with stirring at ambient temperature. The mixture was warmed to 40° C. and kept at this temperature for 1 hour then cooled to 10° C. The mixture was added to excess ice/water and the mixture basified with aqueous ammonia solution (specific gravity 0.88) while keeping the temperature below 5° C. The product was extracted into dichloromethane. The combined dichloromethane extracts ...